This data is from the Open Reaction Database (ORD), a public repository of structured organic reaction records. The task is: describe an organic reaction: reactants, conditions, products, and yield Starting materials: C(C)OC1=C(C=C(N)C=C1)F (4-ethoxy-3-fluoroaniline), C(C)OC1=C(C=C(N)C=C1)F (4-Ethoxy-3-fluoroaniline), CCN(C(C)C)C(C)C (DIEA), C(C)(=O)OC(C)=O (acetic anhydride). The reagents and catalysts are CN(C)C=1C=CN=CC1 (DMAP). Run in C(Cl)Cl (CH2Cl2), C(Cl)Cl (CH2Cl2). Reaction conditions: time 5 hour. The product is C(C)OC1=C(C=C(C=C1)NC(C)=O)F (N-(4-ethoxy-3-fluorophenyl)acetamide). Yield: 41.0%. Reaction SMILES: [CH2:1]([O:3][C:4]1[CH:10]=[CH:9][C:7]([NH2:8])=[CH:6][C:5]=1[F:11])[CH3:2].CCN(C(C)C)C(C)C.[C:21](OC(=O)C)(=[O:23])[CH3:22]>C(Cl)Cl.CN(C1C=CN=CC=1)C>[CH2:1]([O:3][C:4]1[CH:10]=[CH:9][C:7]([NH:8][C:21](=[O:23])[CH3:22])=[CH:6][C:5]=1[F:11])[CH3:2]. Procedure details: To a solution of 4-ethoxy-3-fluoroaniline SMA 44094 (464 mg, 2.99 mmol) in dry CH2Cl2 (15 mL) in a 50 mL round-bottomed flask equipped with a magnetic stirrer were added DIEA (2.0 mL, 12 mmol), DMAP (87 mg, 0.7 mmol) and acetic anhydride (1.7 mL, 18 mmol) and the mixture was stirred for 5 h at RT. The solution was then diluted with more CH2Cl2 (30 mL), washed with brine (10 mL), dried over Na2SO4, filtered and concentrated at 40° C. under vacuum. Purification by column chromatography (SiO2, elue... Starting materials: C(C)OC(=O)C1(CC2=CC=CC=C2C1)NC(C1=C(C(=CC=C1)C)C=C(C)C)=O (2-[3-Methyl-2-(2-methyl-propenyl)-benzoylamino]-indan-2-carboxylic acid ethyl ester), [OH-].[K+] (KOH), O (water). The solvent is CCO (EtOH). Conditions: time 3 hour. Product: CC=1C(=C(C(=O)NC2(CC3=CC=CC=C3C2)C(=O)O)C=CC1)C=C(C)C (2-[3-Methyl-2-(2-methyl-propenyl)-benzoylamino]-indan-2-carboxylic acid). Isolated yield 95.4%. Reaction SMILES: C([O:3][C:4]([C:6]1([NH:15][C:16](=[O:28])[C:17]2[CH:22]=[CH:21][CH:20]=[C:19]([CH3:23])[C:18]=2[CH:24]=[C:25]([CH3:27])[CH3:26])[CH2:14][C:13]2[C:8](=[CH:9][CH:10]=[CH:11][CH:12]=2)[CH2:7]1)=[O:5])C.[OH-].[K+].O>CCO>[CH3:23][C:19]1[C:18]([CH:24]=[C:25]([CH3:27])[CH3:26])=[C:17]([CH:22]=[CH:21][CH:20]=1)[C:16]([NH:15][C:6]1([C:4]([OH:5])=[O:3])[CH2:14][C:13]2[C:8](=[CH:9][CH:10]=[CH:11][CH:12]=2)[CH2:7]1)=[O:28] |f:1.2|. Procedure: The mixture 2-[3-methyl-2-(2-methyl-propenyl)-benzoylamino]-indan-2-carboxylic acid ethyl ester (134) (283 mg, 0.75 mmol) and KOH (600 mg, 10.7 mmol) is dissolved in EtOH (8 mL) and water (1 mL) under a water bath. The water bath is removed when KOH is completely dissolved and the resulting reaction solution is stirred at RT for 3 h. After concentration in vacuo, the residue is dissolved in water (20 mL) and acidified with conc. HCl until no more white precipitate formed. The precipitate is filt... Reactants: CC(C)(C)OC(=O)N1CC(N2CCC(F)CC2)C1, ClCCl, O=C(O)C(F)(F)F. The product is FC1CCN(C2CNC2)CC1. RXN SMILES: [C:1]([O:2][C:3](=[O:4])[N:8]1[CH2:9][CH:10]([N:12]2[CH2:13][CH2:14][CH:15]([F:18])[CH2:16][CH2:17]2)[CH2:11]1)([CH3:5])([CH3:6])[CH3:7].[Cl:19][CH2:20][Cl:21].[F:22][C:23]([F:24])([F:25])[C:26]([OH:27])=[O:28]>>[NH:8]1[CH2:9][CH:10]([N:12]2[CH2:13][CH2:14][CH:15]([F:18])[CH2:16][CH2:17]2)[CH2:11]1. Starting materials: C(C1=CC=CC=C1)OCOC[C@H](CCCC(C)(O)C)C ((S)-7-Benzyloxymethoxy-2,6-dimethyl-heptan-2-ol). The reagents and catalysts are [Pd] (Pd/C), [Pd] (Pd/C). Run in C(C)(=O)OCC (ethyl acetate). Reaction conditions: time 5 day. Product: CC(CO)CCCC(C)(O)C (2,6-Dimethyl-heptane-1,6-diol). Yield: 59.3%. Reaction SMILES: C(OC[O:10][CH2:11][C@@H:12]([CH3:20])[CH2:13][CH2:14][CH2:15][C:16]([CH3:19])([OH:18])[CH3:17])C1C=CC=CC=1>C(OCC)(=O)C.[Pd]>[CH3:20][CH:12]([CH2:13][CH2:14][CH2:15][C:16]([CH3:19])([OH:18])[CH3:17])[CH2:11][OH:10]. Reported procedure: To a solution of an alcohol 7 (1.8 g, 0.01 mol) in ethyl acetate (20 mL) was added Pd/C (10%, 100 mg) at room temperature. The reaction mixture was stirred for 5 days and Pd/C (150 mg) was added 3 times per day. The reaction was then filtered, and the solvent was evaporated under reduced pressure. The crude oil was chromatographed on silica gel using hexane/EtOAc (1:1) as an eluent to give an oily diol 8 (0.95 g, 92%). Product: CC(C)(C)OC(=O)N1CCC(OCc2ccccc2)CC1. Starting materials: BrCc1ccccc1, CC(C)(C)OC(=O)N1CCC(O)CC1, C1CCOC1, [H-], [Na+], O. As a reaction SMILES: [Br:17][CH2:18][c:19]1[cH:20][cH:21][cH:22][cH:23][cH:24]1.[C:1]([CH3:2])([CH3:3])([CH3:4])[O:5][C:6](=[O:7])[N:8]1[CH2:9][CH2:10][CH:11]([OH:14])[CH2:12][CH2:13]1.[CH2:26]1[O:27][CH2:28][CH2:29][CH2:30]1.[H-:15].[Na+:16].[OH2:25]>>[C:1]([CH3:2])([CH3:3])([CH3:4])[O:5][C:6](=[O:7])[N:8]1[CH2:9][CH2:10][CH:11]([O:14][CH2:18][c:19]2[cH:20][cH:21][cH:22][cH:23][cH:24]2)[CH2:12][CH2:13]1. The reactants are CC(=O)SCCCn1cc(C2=C(c3cn(C)c4ccccc34)C(=O)NC2=O)c2ccccc21, CO, [Cl-], N, [Na+], CN(C)C=O. The product is Cn1cc(C2=C(c3cn(CCCS)c4ccccc34)C(=O)NC2=O)c2ccccc21. Reaction SMILES: [C:1](=[O:2])([CH3:3])[S:4][CH2:5][CH2:6][CH2:7][n:8]1[cH:9][c:10]([C:17]2=[C:21]([c:22]3[cH:23][n:24]([CH3:31])[c:25]4[cH:26][cH:27][cH:28][cH:29][c:30]34)[C:20](=[O:32])[NH:19][C:18]2=[O:33])[c:11]2[cH:12][cH:13][cH:14][cH:15][c:16]12.[CH3:35][OH:36].[Cl-:43].[NH3:34].[Na+:42].[O:37]=[CH:38][N:39]([CH3:40])[CH3:41]>>[SH:4][CH2:5][CH2:6][CH2:7][n:8]1[cH:9][c:10]([C:17]2=[C:21]([c:22]3[cH:23][n:24]([CH3:31])[c:25]4[cH:26][cH:27][cH:28][cH:29][c:30]34)[C:20](=[O:32])[NH:19][C:18]2=[O:33])[c:11]2[cH:12][cH:13][cH:14][cH:15][c:16]12. The reactants are [BH4-], O=C([O-])O, COC(=O)c1cccc2c1NC(=O)CC2(C)C, COC(C)(C)C, [Li+], [Na+], C1CCOC1. Product: CC1(C)CC(=O)Nc2c(CO)cccc21. RXN SMILES: [BH4-:18].[C:20](=[O:21])([OH:22])[O-:23].[CH3:1][C:2]1([CH3:17])[CH2:3][C:4](=[O:16])[NH:5][c:6]2[c:7]([C:12](=[O:13])[O:14][CH3:15])[cH:8][cH:9][cH:10][c:11]21.[CH3:30][O:31][C:32]([CH3:33])([CH3:34])[CH3:35].[Li+:19].[Na+:24].[O:25]1[CH2:26][CH2:27][CH2:28][CH2:29]1>>[CH3:1][C:2]1([CH3:17])[CH2:3][C:4](=[O:16])[NH:5][c:6]2[c:7]([CH2:12][OH:13])[cH:8][cH:9][cH:10][c:11]21. Starting materials: C(C)(C)(C)[Si](C)(C)Cl (tert-butylchlorodimethylsilane), N1C=NC=C1 (1H-imidazole), NC1=CC=C(C=C1)CCCO (3-(4-aminophenyl)propan-1-ol), C(C)(C)(C)[Si](C)(C)Cl (tert-butylchlorodimethylsilane). The solvent is O1CCCC1 (Tetrahydrofuran). Conditions: time 2 day. Yields the product [Si](C)(C)(C(C)(C)C)OCCCC1=CC=C(N)C=C1 (4-(3-((tert-butyldimethylsilyl)oxy)propyl)aniline). Isolated yield 100.6%. Reaction SMILES: N1C=CN=C1.[NH2:6][C:7]1[CH:12]=[CH:11][C:10]([CH2:13][CH2:14][CH2:15][OH:16])=[CH:9][CH:8]=1.[C:17]([Si:21](Cl)([CH3:23])[CH3:22])([CH3:20])([CH3:19])[CH3:18]>O1CCCC1>[Si:21]([O:16][CH2:15][CH2:14][CH2:13][C:10]1[CH:9]=[CH:8][C:7]([NH2:6])=[CH:12][CH:11]=1)([C:17]([CH3:20])([CH3:19])[CH3:18])([CH3:23])[CH3:22]. Reported procedure: To a 50 mL round bottomed flask was added 1H-imidazole (59.4 mg, 0.873 mmol), 3-(4-aminophenyl)propan-1-ol 120 mg, 0.794 mmol) and Tetrahydrofuran (THF) (5 mL). To this solution was added tert-butylchlorodimethylsilane (132 mg, 0.873 mmol), and this was left to stir for 2 days, under nitrogen at room temperature. Another 0.5 eq of tert-butylchlorodimethylsilane was added to the reaction and the reaction was left to stir for another 2 hours. After this, reaction was stopped and the suspension con... Reactants: CCOC(C)=O, O=C(OC(=O)C(F)(F)F)C(F)(F)F, CCCc1c(Cc2ccc(-c3ccccc3-c3noc(=O)[nH]3)cc2)c(=O)n(C2CCC(OCC(N)=O)CC2)c2ncnn12, C1CCOC1, c1ccncc1. Yields the product CCCc1c(Cc2ccc(-c3ccccc3-c3noc(=O)[nH]3)cc2)c(=O)n(C2CCC(OCC#N)CC2)c2ncnn12. RXN SMILES: [CH3:68][CH2:69][O:70][C:71](=[O:72])[CH3:73].[F:50][C:51]([F:52])([F:53])[C:54]([O:55][C:56](=[O:57])[C:58]([F:59])([F:60])[F:61])=[O:62].[O:1]=[c:2]1[n:3]([CH:33]2[CH2:34][CH2:35][CH:36]([O:39][CH2:40][C:41](=[O:42])[NH2:43])[CH2:37][CH2:38]2)[c:4]2[n:5]([c:6]([CH2:27][CH2:28][CH3:29])[c:7]1[CH2:8][c:9]1[cH:10][cH:11][c:12](-[c:15]3[c:16](-[c:21]4[n:22][o:23][c:24](=[O:26])[nH:25]4)[cH:17][cH:18][cH:19][cH:20]3)[cH:13][cH:14]1)[n:30][cH:31][n:32]2.[O:63]1[CH2:64][CH2:65][CH2:66][CH2:67]1.[cH:44]1[cH:45][cH:46][n:47][cH:48][cH:49]1>>[O:1]=[c:2]1[n:3]([CH:33]2[CH2:34][CH2:35][CH:36]([O:39][CH2:40][C:41]#[N:43])[CH2:37][CH2:38]2)[c:4]2[n:5]([c:6]([CH2:27][CH2:28][CH3:29])[c:7]1[CH2:8][c:9]1[cH:10][cH:11][c:12](-[c:15]3[c:16](-[c:21]4[n:22][o:23][c:24](=[O:26])[nH:25]4)[cH:17][cH:18][cH:19][cH:20]3)[cH:13][cH:14]1)[n:30][cH:31][n:32]2.